From a dataset of the Open Reaction Database (ORD), a public repository of structured organic reaction records. describe an organic reaction: reactants, conditions, products, and yield Starting materials: COC(C=CC1=CC(=CC=C1)S(=O)(=O)Cl)=O (3-(3-chlorosulfonylphenyl)acrylic acid methyl ester), C(C1=CC=2OCOC2C=C1)N (piperonylamine), C(=O)(O)[O-].[Na+] (NaHCO3), resultant solution. The solvent is O1CCOCC1 (dioxane), O1CCOCC1 (dioxane), O (water). Product: COC(C=CC1=CC(=CC=C1)S(NCC1=CC2=C(OCO2)C=C1)(=O)=O)=O (3-{3-[(Benzo[1,3]dioxol-5-ylmethyl)-sulfamoyl]-phenyl}-acrylic acid methyl ester). Yield: 82.4%. RXN SMILES: [CH3:1][O:2][C:3](=[O:16])[CH:4]=[CH:5][C:6]1[CH:11]=[CH:10][CH:9]=[C:8]([S:12](Cl)(=[O:14])=[O:13])[CH:7]=1.[CH2:17]([NH2:27])[C:18]1[CH:26]=[CH:25][C:24]2[O:23][CH2:22][O:21][C:20]=2[CH:19]=1.C([O-])(O)=O.[Na+]>O1CCOCC1.O>[CH3:1][O:2][C:3](=[O:16])[CH:4]=[CH:5][C:6]1[CH:11]=[CH:10][CH:9]=[C:8]([S:12](=[O:14])(=[O:13])[NH:27][CH2:17][C:18]2[CH:26]=[CH:25][C:24]3[O:23][CH2:22][O:21][C:20]=3[CH:19]=2)[CH:7]=1 |f:2.3|. Reported procedure: A solution of 3-(3-chlorosulfonylphenyl)acrylic acid methyl ester (0.4 g, 1.53 mmol) in dioxane (5 ml) was added to a mixture of piperonylamine (0.23 g, 1.52 mmol) in dioxane (1 ml) and NaHCO3 (0.25 g, 3.06 mmol) in water (3 ml), and the resultant solution was stirred at room temperature until the completion of the reaction (control by TLC). The reaction mixture was evaporated and the residue was partitioned between ethyl acetate and 2N HCl. The organic layer was washed successively with water, ... Starting materials: CCCCO, Cc1ccccc1, ClCCl, OCCO, Cc1ccc(S(=O)(=O)O)cc1, O=C1c2ccccc2CCC1n1cncn1. Product: c1ccc2c(c1)CCC(n1cncn1)C21OCCO1. RXN SMILES: [CH2:42]([OH:43])[CH2:44][CH2:45][CH3:46].[CH3:32][c:33]1[cH:34][cH:35][cH:36][cH:37][cH:38]1.[Cl:39][CH2:40][Cl:41].[OH:17][CH2:18][CH2:19][OH:20].[c:21]1([CH3:22])[cH:23][cH:24][c:25]([S:26]([OH:27])(=[O:28])=[O:29])[cH:30][cH:31]1.[n:1]1([CH:6]2[C:7](=[O:16])[c:8]3[cH:9][cH:10][cH:11][cH:12][c:13]3[CH2:14][CH2:15]2)[n:2][cH:3][n:4][cH:5]1>>[n:1]1([CH:6]2[C:7]3([c:8]4[cH:9][cH:10][cH:11][cH:12][c:13]4[CH2:14][CH2:15]2)[O:16][CH2:19][CH2:18][O:17]3)[n:2][cH:3][n:4][cH:5]1. Reactants: COC(C(CC1=CNC2=NC=CC(=C21)Cl)N)=O (2-amino-3-(4-chloro-1H-pyrrolo[2,3-b]pyridin-3-yl)-propionic acid methyl ester), C=O (formaldehyde). Solvent: N1=CC=CC=C1 (pyridine). Run at temperature 100 celsius. Yields the product COC(=O)C1CC=2C3=C(NC2CN1)N=CC=C3Cl (4-Chloro-6,7,8,9-tetrahydro-5H-dipyrido[2,3-b;4′,3′-d]pyrrole-6-carboxylic acid methyl ester), residue. Yield: 87.0%. RXN SMILES: [CH3:1][O:2][C:3](=[O:17])[CH:4]([NH2:16])[CH2:5][C:6]1[C:14]2[C:9](=[N:10][CH:11]=[CH:12][C:13]=2[Cl:15])[NH:8][CH:7]=1.[CH2:18]=O>N1C=CC=CC=1>[CH3:1][O:2][C:3]([CH:4]1[NH:16][CH2:18][C:7]2[NH:8][C:9]3[N:10]=[CH:11][CH:12]=[C:13]([Cl:15])[C:14]=3[C:6]=2[CH2:5]1)=[O:17]. Reported procedure: A suspension of 2-amino-3-(4-chloro-1H-pyrrolo[2,3-b]pyridin-3-yl)-propionic acid methyl ester (3.5 g, 10 mmol) in pyridine (25 mL) was treated with formaldehyde solution (37% in water, 0.90 mL) and the resulting mixture was heated to 100° C. for 1.25 hours. The mixture was allowed to cool to ambient temperature then evaporated in-vacuo. The resultant residue was treated with saturated aqueous sodium carbonate solution (15 mL) and the resultant solid collected by filtration and washed with water... The reactants are BrC=1C(=NC=C(C(=O)NCC2=NC(=NO2)C(F)(F)F)C1)OCC(F)(F)F (5-bromo-6-(2,2,2-trifluoroethoxy)-N-((3-(trifluoromethyl)-1,2,4-oxadiazol-5-yl)methyl)nicotinamide), ClC=1C=C(C=CC1C)B(O)O (B-(3-chloro-4-methylphenyl)-boronic acid). Product: ClC=1C=C(C=CC1C)C=1C(=NC=C(C(=O)NCC2=NC(=NO2)C(F)(F)F)C1)OCC(F)(F)F (5-(3-chloro-4-methylphenyl)-6-(2,2,2-trifluoroethoxy)-N-((3-(trifluoromethyl)-1,2,4-oxadiazol-5-yl)methyl)nicotinamide). Reaction SMILES: Br[C:2]1[C:3]([O:21][CH2:22][C:23]([F:26])([F:25])[F:24])=[N:4][CH:5]=[C:6]([CH:20]=1)[C:7]([NH:9][CH2:10][C:11]1[O:15][N:14]=[C:13]([C:16]([F:19])([F:18])[F:17])[N:12]=1)=[O:8].[Cl:27][C:28]1[CH:29]=[C:30](B(O)O)[CH:31]=[CH:32][C:33]=1[CH3:34]>>[Cl:27][C:28]1[CH:29]=[C:30]([C:2]2[C:3]([O:21][CH2:22][C:23]([F:26])([F:25])[F:24])=[N:4][CH:5]=[C:6]([CH:20]=2)[C:7]([NH:9][CH2:10][C:11]2[O:15][N:14]=[C:13]([C:16]([F:19])([F:18])[F:17])[N:12]=2)=[O:8])[CH:31]=[CH:32][C:33]=1[CH3:34]. Reported procedure: The title compound was synthesized in analogy to Example 83 using 5-bromo-6-(2,2,2-trifluoroethoxy)-N-((3-(trifluoromethyl)-1,2,4-oxadiazol-5-yl)methyl)nicotinamide (example BP) and B-(3-chloro-4-methylphenyl)-boronic acid, (CAN 175883-63-3) as starting materials; LC-MS (UV peak area/ESI) 100%, 493.0516 (M+H)+. The reactants are BrC=1C=C(C=C(C1)F)[C@@H](CNS(=O)(=O)C1=C(C=CC=C1)[N+](=O)[O-])N[S@](=O)C(C)(C)C (N—((S)-2-(3-bromo-5-fluorophenyl)-2-((R)-1,1-dimethylethylsulfinamido)ethyl)-2-nitrobenzenesulfonamide), Cl (HCl), C(=O)([O-])[O-].[Na+].[Na+] (Na2CO3). Run in CCOCC (Et2O). Reaction conditions: time 1 hour. Yields the product N[C@H](CNS(=O)(=O)C1=C(C=CC=C1)[N+](=O)[O-])C1=CC(=CC(=C1)F)Br ((S)—N-(2-amino-2-(3-bromo-5-fluorophenyl)ethyl)-2-nitrobenzenesulfonamide). As a reaction SMILES: [Br:1][C:2]1[CH:3]=[C:4]([C@H:9]([NH:24][S@@](C(C)(C)C)=O)[CH2:10][NH:11][S:12]([C:15]2[CH:20]=[CH:19][CH:18]=[CH:17][C:16]=2[N+:21]([O-:23])=[O:22])(=[O:14])=[O:13])[CH:5]=[C:6]([F:8])[CH:7]=1.Cl.C([O-])([O-])=O.[Na+].[Na+]>CCOCC>[NH2:24][C@@H:9]([C:4]1[CH:5]=[C:6]([F:8])[CH:7]=[C:2]([Br:1])[CH:3]=1)[CH2:10][NH:11][S:12]([C:15]1[CH:20]=[CH:19][CH:18]=[CH:17][C:16]=1[N+:21]([O-:23])=[O:22])(=[O:14])=[O:13] |f:2.3.4|. Procedure: N—((S)-2-(3-bromo-5-fluorophenyl)-2-((R)-1,1-dimethylethylsulfinamido)ethyl)-2-nitrobenzenesulfonamide (3.55 g, 6.80 mmol) in Et2O (22.65 mL), and HCl (4 M in dioxane) (3.40 mL, 13.59 mmol) was added. The reaction mixture was stirred at room temperature for 1 h. The reaction mixture was neutralized by Na2CO3 solution and extracted by EtOAc. The organic layer was washed with water, dried, filtered off, and concentrated in vacuo providing the crude (S)—N-(2-amino-2-(3-bromo-5-fluorophenyl)ethyl)-2... Reactants: C1CCOC1, COCCO[AlH2-]OCCOC, CCOC(C)=O, CC(C)OC(C)C, COc1ccc(COc2cccc(OCC3CC3)c2-c2cc(NCCNC(=O)OC(C)(C)C)c(C(=O)OC(C)(C)C)c(N)n2)cc1, [Na+]. The product is COc1ccc(COc2cccc(OCC3CC3)c2-c2cc(NCCNC(=O)OC(C)(C)C)c(CO)c(N)n2)cc1. As a reaction SMILES: [CH2:72]1[O:73][CH2:74][CH2:75][CH2:76]1.[CH3:48][O:49][CH2:50][CH2:51][O:52][AlH2-:53][O:54][CH2:55][CH2:56][O:57][CH3:58].[CH3:59][CH2:60][O:61][C:62](=[O:63])[CH3:64].[CH:65]([O:66][CH:67]([CH3:68])[CH3:69])([CH3:70])[CH3:71].[NH2:1][c:2]1[c:3]([C:4](=[O:5])[O:6][C:7]([CH3:8])([CH3:9])[CH3:10])[c:11]([NH:36][CH2:37][CH2:38][NH:39][C:40](=[O:41])[O:42][C:43]([CH3:44])([CH3:45])[CH3:46])[cH:12][c:13](-[c:15]2[c:16]([O:31][CH2:32][CH:33]3[CH2:34][CH2:35]3)[cH:17][cH:18][cH:19][c:20]2[O:21][CH2:22][c:23]2[cH:24][cH:25][c:26]([O:29][CH3:30])[cH:27][cH:28]2)[n:14]1.[Na+:47]>>[NH2:1][c:2]1[c:3]([CH2:4][OH:5])[c:11]([NH:36][CH2:37][CH2:38][NH:39][C:40](=[O:41])[O:42][C:43]([CH3:44])([CH3:45])[CH3:46])[cH:12][c:13](-[c:15]2[c:16]([O:31][CH2:32][CH:33]3[CH2:34][CH2:35]3)[cH:17][cH:18][cH:19][c:20]2[O:21][CH2:22][c:23]2[cH:24][cH:25][c:26]([O:29][CH3:30])[cH:27][cH:28]2)[n:14]1. Reactants: C(C)(C)(C)OC(=O)N1[C@@H](CC(C1)=NOC)C(=O)O ((2S,4EZ)-1-(tert-butoxycarbonyl)-4-(methoxyimino)-2-pyrrolidinecarboxylic acid), CC1=C(C=CC=C1)C1=CC=C(C=C1)C(=O)O (2′-methyl[1,1′-biphenyl]-4-carboxylic acid), NCC(O)C1=CC(=C(C=C1)O)OC (4-[(1RS)-2-amino-1-hydroxyethyl]-2-methoxyphenol). The product is OC(CNC(=O)[C@H]1N(CC(C1)=NOC)C(=O)C1=CC=C(C=C1)C1=C(C=CC=C1)C)C1=CC(=C(C=C1)O)OC ((2S,4EZ)-N-[(2RS)-2-hydroxy-2-(4-hydroxy-3-methoxyphenyl)ethyl]-1-[(2′-methly[1,1′-biphenyl]-4-yl)carbonyl]-4-(methoxyimino)-2-pyrrolidinecarboxamide). RXN SMILES: C(O[C:6]([N:8]1[CH2:12][C:11](=[N:13][O:14][CH3:15])[CH2:10][C@H:9]1[C:16]([OH:18])=O)=[O:7])(C)(C)C.[CH3:19][C:20]1[CH:25]=[CH:24][CH:23]=[CH:22][C:21]=1[C:26]1[CH:31]=[CH:30][C:29](C(O)=O)=[CH:28][CH:27]=1.[NH2:35][CH2:36][CH:37]([C:39]1[CH:44]=[CH:43][C:42]([OH:45])=[C:41]([O:46][CH3:47])[CH:40]=1)[OH:38]>>[OH:38][CH:37]([C:39]1[CH:44]=[CH:43][C:42]([OH:45])=[C:41]([O:46][CH3:47])[CH:40]=1)[CH2:36][NH:35][C:16]([C@@H:9]1[CH2:10][C:11](=[N:13][O:14][CH3:15])[CH2:12][N:8]1[C:6]([C:29]1[CH:28]=[CH:27][C:26]([C:21]2[CH:22]=[CH:23][CH:24]=[CH:25][C:20]=2[CH3:19])=[CH:31][CH:30]=1)=[O:7])=[O:18]. Reported procedure: Following the general method as outlined in Example 22, starting from (2S,4EZ)-1-(tert-butoxycarbonyl)-4-(methoxyimino)-2-pyrrolidinecarboxylic acid, 2′-methyl[1,1′-biphenyl]-4-carboxylic acid, and 4-[(1RS)-2-amino-1-hydroxyethyl]-2-methoxyphenol, the title compound was obtained in 67% purity by HPLC. MS(ESI+): m/z=518.